From a dataset of the Open Reaction Database (ORD), a public repository of structured organic reaction records. describe an organic reaction: reactants, conditions, products, and yield Starting materials: N#N (N2), COC(CC=1C=C(C=CC1)C1=C(C=CC=C1)NC(CCC1=CC(=C(C(=C1)OC)OC)OC)=O)=O ({2′-[3-(3,4,5-Trimethoxy-phenyl)-propionylamino]-biphenyl-3-yl}-acetic acid methyl ester), ice water, B(Br)(Br)Br (BBr3). Solvent: C(Cl)Cl (DCM). Reaction conditions: temperature -78 celsius, time 30 minute. Yields the product COC(CC=1C=C(C=CC1)C1=C(C=CC=C1)NC(CCC1=CC(=C(C(=C1)O)O)O)=O)=O ({2′-[3-(3,4,5-Trihydroxy-phenyl)-propionylamino]-biphenyl-3-yl}-acetic acid methyl ester). Isolated yield 4.7%. RXN SMILES: N#N.[CH3:3][O:4][C:5](=[O:36])[CH2:6][C:7]1[CH:8]=[C:9]([C:13]2[CH:18]=[CH:17][CH:16]=[CH:15][C:14]=2[NH:19][C:20](=[O:35])[CH2:21][CH2:22][C:23]2[CH:28]=[C:27]([O:29]C)[C:26]([O:31]C)=[C:25]([O:33]C)[CH:24]=2)[CH:10]=[CH:11][CH:12]=1.B(Br)(Br)Br>C(Cl)Cl>[CH3:3][O:4][C:5](=[O:36])[CH2:6][C:7]1[CH:8]=[C:9]([C:13]2[CH:18]=[CH:17][CH:16]=[CH:15][C:14]=2[NH:19][C:20](=[O:35])[CH2:21][CH2:22][C:23]2[CH:24]=[C:25]([OH:33])[C:26]([OH:31])=[C:27]([OH:29])[CH:28]=2)[CH:10]=[CH:11][CH:12]=1. Procedure: (The following reaction is done in an anhydrous N2 atmosphere.) Dissolve {2′-[3-(3,4,5-Trimethoxy-phenyl)-propionylamino]-biphenyl-3-yl}-acetic acid methyl ester (72) (46 mg, 0.10 mmol) in anhydrous DCM (1.0 mL), cool the solution to −78° C. and add dropwise BBr3 (85 μL, 0.90 mmol). Stir the reaction mixture for 30 min at −78° C. and after slowly warming up for additional 2 h at rt. Add dropwise ice water, separate layers and extract aqu. layer with DCM (3 times). Wash combined organic layer wit... Starting materials: [Br-], [Br-], ClCCl, COCCOCOc1c(C(C)(C)C)cc(C2=NC(=S)N=N2)cc1C(C)(C)C, [Zn+2]. The product is CC(C)(C)c1cc(C2=NC(=S)N=N2)cc(C(C)(C)C)c1O. As a reaction SMILES: [Br-:31].[Br-:33].[CH2:28]([Cl:29])[Cl:30].[CH3:1][C:2]([CH3:3])([CH3:4])[c:5]1[cH:6][c:7]([C:22]2=[N:23][C:24](=[S:27])[N:25]=[N:26]2)[cH:8][c:9]([C:18]([CH3:19])([CH3:20])[CH3:21])[c:10]1[O:11][CH2:12][O:13][CH2:14][CH2:15][O:16][CH3:17].[Zn+2:32]>>[CH3:1][C:2]([CH3:3])([CH3:4])[c:5]1[cH:6][c:7]([C:22]2=[N:23][C:24](=[S:27])[N:25]=[N:26]2)[cH:8][c:9]([C:18]([CH3:19])([CH3:20])[CH3:21])[c:10]1[OH:11]. Starting materials: ice water, [N+](=O)([O-])C1=C(C=C(C=C1)Cl)C(F)(F)F (2-nitro-5-chlorobenzotrifluoride), C(C)(C)(C)C1=CC(=NO1)O (5-t-butyl-3-hydroxyisoxazole), C([O-])([O-])=O.[K+].[K+] (potassium carbonate). The solvent is CS(=O)C (dimethyl sulfoxide). Run at time 6 hour. Product: C(C)(C)(C)C1=CC(N(O1)C1=CC(=C(C=C1)[N+](=O)[O-])C(F)(F)F)=O (5-t-butyl-2-(4-nitro-3-trifluoromethylphenyl)-4-isoxazolin-3-one). Isolated yield 18.7%. RXN SMILES: [N+:1]([C:4]1[CH:9]=[CH:8][C:7](Cl)=[CH:6][C:5]=1[C:11]([F:14])([F:13])[F:12])([O-:3])=[O:2].[C:15]([C:19]1[O:23][N:22]=[C:21]([OH:24])[CH:20]=1)([CH3:18])([CH3:17])[CH3:16].C(=O)([O-])[O-].[K+].[K+]>CS(C)=O>[C:15]([C:19]1[O:23][N:22]([C:7]2[CH:8]=[CH:9][C:4]([N+:1]([O-:3])=[O:2])=[C:5]([C:11]([F:14])([F:13])[F:12])[CH:6]=2)[C:21](=[O:24])[CH:20]=1)([CH3:18])([CH3:17])[CH3:16] |f:2.3.4|. Procedure: After mixing 15.0 g of 2-nitro-5-chlorobenzotrifluoride, 11.3 g of 5-t-butyl-3-hydroxyisoxazole, 11.0 g of potassium carbonate, and 80 ml of dimethyl sulfoxide, the reaction was performed for 6 hours at 100° C. After the reaction was over, the reaction mixture was poured into ice-water and then extracted with ethyl acetate. The organic phase formed was recovered and applied to silica gel column chromatography. The main product thus obtained was recrystallized from a mixture of methanol and water... Starting materials: diazonium, P(O)(=O)(OP(=O)(O)OP(=O)(O)O)OC[C@@H]1CC[C@@H](O1)N1C(=O)N=C(N)C=C1 (2′,3′-dideoxy-cytidine-5′-triphosphate), N(=O)[O-].[Na+].C(C)(=O)O (NaNO2 acetic acid). Yields the product P(O)(=O)(OP(=O)(O)OP(=O)(O)O)OC[C@@H]1CC[C@@H](O1)N1C(=O)NC(=O)C=C1 (2′,3′-Dideoxy-uridine-5′-triphosphate). As a reaction SMILES: [P:1]([O:13][CH2:14][C@H:15]1[O:19][C@@H:18]([N:20]2[CH:27]=[CH:26][C:24](N)=[N:23][C:21]2=[O:22])[CH2:17][CH2:16]1)([O:4][P:5]([O:8][P:9]([OH:12])([OH:11])=[O:10])([OH:7])=[O:6])(=[O:3])[OH:2].N([O-])=[O:29].[Na+].C(O)(=O)C>>[P:1]([O:13][CH2:14][C@H:15]1[O:19][C@@H:18]([N:20]2[CH:27]=[CH:26][C:24](=[O:29])[NH:23][C:21]2=[O:22])[CH2:17][CH2:16]1)([O:4][P:5]([O:8][P:9]([OH:11])([OH:12])=[O:10])([OH:7])=[O:6])(=[O:3])[OH:2] |f:1.2.3|. Procedure details: The derivative was synthesized via the unstable diazonium derivative starting with the commercially available 2′,3′-dideoxy-cytidine-5′-triphosphate (Boehringer Mannheim) by deamination with NaNO2/acetic acid. The reactants are BrC=1C(=C(C(=NC1C)C)[C@@H](C(=O)OCC)OC(C)(C)C)N1CCC(CC1)(C)C ((S)-ethyl 2-(5-bromo-4-(4,4-dimethylpiperidin-1-yl)-2,6-dimethylpyridin-3-yl)-2-(tert-butoxy)acetate), FC1=CC=C(CCOC2=CC=C(C=N2)B(O)O)C=C1 ((6-(4-fluorophenethoxy)pyridin-3-yl)boronic acid), C(=O)([O-])[O-].[Cs+].[Cs+] (Cs2CO3). The reagents and catalysts are C=1C=CC(=CC1)[P](C=2C=CC=CC2)(C=3C=CC=CC3)[Pd]([P](C=4C=CC=CC4)(C=5C=CC=CC5)C=6C=CC=CC6)([P](C=7C=CC=CC7)(C=8C=CC=CC8)C=9C=CC=CC9)[P](C=1C=CC=CC1)(C=1C=CC=CC1)C=1C=CC=CC1 (Pd(PPh3)4). Run in O1CCOCC1 (1,4-dioxane), O (water). Reaction conditions: temperature 85 celsius. The product is C(C)(C)(C)O[C@H](C(=O)OCC)C=1C(=C(C(=NC1C)C)C=1C=NC(=CC1)OCCC1=CC=C(C=C1)F)N1CCC(CC1)(C)C ((S)-ethyl 2-(tert-butoxy)-2-(4-(4,4-dimethylpiperidin-1-yl)-6′-(4-fluorophenethoxy)-2,6-dimethyl-[3,3′-bipyridin]-5-yl)acetate). The yield is 9.2%. RXN SMILES: Br[C:2]1[C:3]([N:21]2[CH2:26][CH2:25][C:24]([CH3:28])([CH3:27])[CH2:23][CH2:22]2)=[C:4]([C@H:10]([O:16][C:17]([CH3:20])([CH3:19])[CH3:18])[C:11]([O:13][CH2:14][CH3:15])=[O:12])[C:5]([CH3:9])=[N:6][C:7]=1[CH3:8].[F:29][C:30]1[CH:47]=[CH:46][C:33]([CH2:34][CH2:35][O:36][C:37]2[N:42]=[CH:41][C:40](B(O)O)=[CH:39][CH:38]=2)=[CH:32][CH:31]=1.C([O-])([O-])=O.[Cs+].[Cs+]>O1CCOCC1.O.C1C=CC([P]([Pd]([P](C2C=CC=CC=2)(C2C=CC=CC=2)C2C=CC=CC=2)([P](C2C=CC=CC=2)(C2C=CC=CC=2)C2C=CC=CC=2)[P](C2C=CC=CC=2)(C2C=CC=CC=2)C2C=CC=CC=2)(C2C=CC=CC=2)C2C=CC=CC=2)=CC=1>[C:17]([O:16][C@@H:10]([C:4]1[C:3]([N:21]2[CH2:26][CH2:25][C:24]([CH3:28])([CH3:27])[CH2:23][CH2:22]2)=[C:2]([C:40]2[CH:41]=[N:42][C:37]([O:36][CH2:35][CH2:34][C:33]3[CH:32]=[CH:31][C:30]([F:29])=[CH:47][CH:46]=3)=[CH:38][CH:39]=2)[C:7]([CH3:8])=[N:6][C:5]=1[CH3:9])[C:11]([O:13][CH2:14][CH3:15])=[O:12])([CH3:20])([CH3:19])[CH3:18] |f:2.3.4,^1:64,66,85,104|. Reported procedure: To a mixture of (S)-ethyl 2-(5-bromo-4-(4,4-dimethylpiperidin-1-yl)-2,6-dimethylpyridin-3-yl)-2-(tert-butoxy)acetate (30 mg), (6-(4-fluorophenethoxy)pyridin-3-yl)boronic acid (18.9 mg) and Cs2CO3 (42.9 mg) in 1,4-dioxane (2 mL) and water (0.4 mL) was added Pd(PPh3)4 (7.6 mg). The mixture was flushed with nitrogen and then heated at 85° C. for 3 h. The mixture was diluted with water and then extracted with EtOAc (2×20 mL). The organic layers were combined, washed with brine and concentrated to gi...